Dataset: the Open Reaction Database (ORD), a public repository of structured organic reaction records. Task: describe an organic reaction: reactants, conditions, products, and yield Procedure details: Of the compound from Example 163A, 11.3 g (33.98 mmol) were taken up in 61 ml (183.47 mmol) of 3M aqueous sodium hydroxide solution and heated under reflux for 36 h. The batch was then cooled, the fine precipitate was removed by filtration, and the filtrate was admixed, with ice cooling, with 28 ml (169.88 mmol) of half-concentrated hydrochloric acid to a pH of 10. The batch was filtered with suction and the product was dissolved out of the precipitate using methanol. The methanol was removed on... As a reaction SMILES: [CH2:1]([NH:4][C:5]([NH:7][NH:8][C:9](=O)[C:10]1[CH:15]=[CH:14][C:13]([Cl:16])=[CH:12][C:11]=1[Br:17])=[O:6])[CH:2]=[CH2:3].[OH-].[Na+].Cl>>[CH2:1]([N:4]1[C:9]([C:10]2[CH:15]=[CH:14][C:13]([Cl:16])=[CH:12][C:11]=2[Br:17])=[N:8][NH:7][C:5]1=[O:6])[CH:2]=[CH2:3] |f:1.2|. The reactants are C(C=C)NC(=O)NNC(C1=C(C=C(C=C1)Cl)Br)=O (N-Allyl-2-(2-bromo-4-chlorobenzoyl)hydrazinecarboxamide), [OH-].[Na+] (sodium hydroxide), Cl (hydrochloric acid). Product: C(C=C)N1C(NN=C1C1=C(C=C(C=C1)Cl)Br)=O (4-Allyl-5-(2-bromo-4-chlorophenyl)-2,4-dihydro-3H-1,2,4-triazol-3-one). The reactants are COC(=O)C(COCCO[Si](c1ccccc1)(c1ccccc1)C(C)(C)C)Oc1ncnc2c1cnn2-c1cccc(Cl)c1Cl, C[Al](C)C, Cc1ccccc1, Nc1ccc(Cl)cn1. Yields the product CC(C)(C)[Si](OCCOCC(Oc1ncnc2c1cnn2-c1cccc(Cl)c1Cl)C(=O)Nc1ccc(Cl)cn1)(c1ccccc1)c1ccccc1. RXN SMILES: [C:13]([CH3:14])([CH3:15])([CH3:16])[Si:17]([O:18][CH2:19][CH2:20][O:21][CH2:22][CH:23]([C:24](=[O:25])[O:26][CH3:27])[O:28][c:29]1[c:30]2[c:31]([n:32][cH:33][n:34]1)[n:35](-[c:38]1[c:39]([Cl:45])[c:40]([Cl:44])[cH:41][cH:42][cH:43]1)[n:36][cH:37]2)([c:46]1[cH:47][cH:48][cH:49][cH:50][cH:51]1)[c:52]1[cH:53][cH:54][cH:55][cH:56][cH:57]1.[CH3:1][Al:2]([CH3:3])[CH3:4].[CH3:58][c:59]1[cH:60][cH:61][cH:62][cH:63][cH:64]1.[Cl:5][c:6]1[cH:7][cH:8][c:9]([NH2:12])[n:10][cH:11]1>>[Cl:5][c:6]1[cH:7][cH:8][c:9]([NH:12][C:24]([CH:23]([CH2:22][O:21][CH2:20][CH2:19][O:18][Si:17]([C:13]([CH3:14])([CH3:15])[CH3:16])([c:46]2[cH:47][cH:48][cH:49][cH:50][cH:51]2)[c:52]2[cH:53][cH:54][cH:55][cH:56][cH:57]2)[O:28][c:29]2[c:30]3[c:31]([n:32][cH:33][n:34]2)[n:35](-[c:38]2[c:39]([Cl:45])[c:40]([Cl:44])[cH:41][cH:42][cH:43]2)[n:36][cH:37]3)=[O:25])[n:10][cH:11]1. Reactants: Cc1c(NC(=O)c2ccc(C(C)(C)C)cc2)cccc1B1OC(C)(C)C(C)(C)O1, O=C([O-])[O-], CCO, Cc1ccccc1, O=C(c1ccc(Nc2cc(Cl)nn3ccnc23)nc1)N1CCOCC1, [K+], [K+], O, c1ccc(P(c2ccccc2)(c2ccccc2)[Pd](P(c2ccccc2)(c2ccccc2)c2ccccc2)(P(c2ccccc2)(c2ccccc2)c2ccccc2)P(c2ccccc2)(c2ccccc2)c2ccccc2)cc1. Product: Cc1c(NC(=O)c2ccc(C(C)(C)C)cc2)cccc1-c1cc(Nc2ccc(C(=O)N3CCOCC3)cn2)c2nccn2n1. As a reaction SMILES: [C:26]([CH3:27])([CH3:28])([CH3:29])[c:30]1[cH:31][cH:32][c:33]([C:34](=[O:35])[NH:36][c:37]2[c:38]([CH3:52])[c:39]([B:43]3[O:44][C:45]([CH3:46])([CH3:47])[C:48]([CH3:49])([CH3:50])[O:51]3)[cH:40][cH:41][cH:42]2)[cH:53][cH:54]1.[C:55](=[O:56])([O-:57])[O-:58].[CH3:146][CH2:147][OH:148].[CH3:61][c:62]1[cH:63][cH:64][cH:65][cH:66][cH:67]1.[Cl:1][c:2]1[cH:3][c:4]([NH:11][c:12]2[cH:13][cH:14][c:15]([C:18](=[O:19])[N:20]3[CH2:21][CH2:22][O:23][CH2:24][CH2:25]3)[cH:16][n:17]2)[c:5]2[n:6]([n:7]1)[cH:8][cH:9][n:10]2.[K+:59].[K+:60].[OH2:145].[cH:68]1[cH:69][cH:70][c:71]([P:72]([Pd:73]([P:74]([c:75]2[cH:76][cH:77][cH:78][cH:79][cH:80]2)([c:81]2[cH:82][cH:83][cH:84][cH:85][cH:86]2)[c:87]2[cH:88][cH:89][cH:90][cH:91][cH:92]2)([P:93]([c:94]2[cH:95][cH:96][cH:97][cH:98][cH:99]2)([c:100]2[cH:101][cH:102][cH:103][cH:104][cH:105]2)[c:106]2[cH:107][cH:108][cH:109][cH:110][cH:111]2)[P:112]([c:113]2[cH:114][cH:115][cH:116][cH:117][cH:118]2)([c:119]2[cH:120][cH:121][cH:122][cH:123][cH:124]2)[c:125]2[cH:126][cH:127][cH:128][cH:129][cH:130]2)([c:131]2[cH:132][cH:133][cH:134][cH:135][cH:136]2)[c:137]2[cH:138][cH:139][cH:140][cH:141][cH:142]2)[cH:143][cH:144]1>>[c:2]1(-[c:39]2[c:38]([CH3:52])[c:37]([NH:36][C:34]([c:33]3[cH:32][cH:31][c:30]([C:26]([CH3:27])([CH3:28])[CH3:29])[cH:54][cH:53]3)=[O:35])[cH:42][cH:41][cH:40]2)[cH:3][c:4]([NH:11][c:12]2[cH:13][cH:14][c:15]([C:18](=[O:19])[N:20]3[CH2:21][CH2:22][O:23][CH2:24][CH2:25]3)[cH:16][n:17]2)[c:5]2[n:6]([n:7]1)[cH:8][cH:9][n:10]2. Reactants: C(C1=CC=CC=C1)OC(=O)C1(CC2CCC(C1)O2)N(S(=O)(=O)C2=CC=C(C=C2)OC2=CC=C(C=C2)F)C=CC(=O)OCC (3-{(2-Ethoxycarbonyl-vinyl)-[4-(4-fluoro-phenoxy)-benzenesulfonyl]-amino}-8-oxa-bicyclo[3.2.1]octane-3-carboxylic acid benzyl ester), [H][H] (hydrogen). The reagents and catalysts are O (water). Solvent: C(C)O (ethanol). The product is C(C)OC(=O)CCN(C1(CC2CCC(C1)O2)C(=O)O)S(=O)(=O)C2=CC=C(C=C2)OC2=CC=C(C=C2)F (3-{(2-Ethoxycarbonyl-ethyl)-[4-(4-fluoro-phenoxy)-benzenesulfonyl]-amino}-8-oxa-bicyclo[3.2.1]octane-3-carboxylic acid). As a reaction SMILES: C([O:8][C:9]([C:11]1([N:19]([CH:37]=[CH:38][C:39]([O:41][CH2:42][CH3:43])=[O:40])[S:20]([C:23]2[CH:28]=[CH:27][C:26]([O:29][C:30]3[CH:35]=[CH:34][C:33]([F:36])=[CH:32][CH:31]=3)=[CH:25][CH:24]=2)(=[O:22])=[O:21])[CH2:17][CH:16]2[O:18][CH:13]([CH2:14][CH2:15]2)[CH2:12]1)=[O:10])C1C=CC=CC=1.[H][H]>C(O)C.O>[CH2:42]([O:41][C:39]([CH2:38][CH2:37][N:19]([S:20]([C:23]1[CH:24]=[CH:25][C:26]([O:29][C:30]2[CH:31]=[CH:32][C:33]([F:36])=[CH:34][CH:35]=2)=[CH:27][CH:28]=1)(=[O:22])=[O:21])[C:11]1([C:9]([OH:10])=[O:8])[CH2:17][CH:16]2[O:18][CH:13]([CH2:14][CH2:15]2)[CH2:12]1)=[O:40])[CH3:43]. Reported procedure: A solution of (4.4 mmol) of the product of step D in 25 mL of ethanol is treated with 2.5 g of 50% water wet 10% palladium on carbon catalyst and shaken under 53 psi of hydrogen for 48 hours. The catalyst is removed by filtration and washed with ethanol (4×25 mL). The filtrate and washings are combined and concentrated under vacuum to crude product. The reactants are CC1(CCC(C2=CC(=CC=C12)C)(C)C)C (1,2,3,4-tetrahydro-1,1,4,4,6-pentamethylnaphthalene), C(C)(=O)Cl (acetyl chloride), [Cl-].[Al+3].[Cl-].[Cl-] (aluminum chloride). The solvent is ClCCCl (1,2-dichloroethane), ClCCCl (1,2-dichloroethane). Reaction conditions: time 1 hour. The product is C(C)(=O)C1=CC=2C(CCC(C2C=C1C)(C)C)(C)C (2-Acetyl-3,5,5,8,8-pentamethyl-5,6,7,8-tetrahydronaphthalene). Reaction SMILES: [Cl-].[Al+3].[Cl-].[Cl-].[CH3:5][C:6]1([CH3:19])[C:15]2[C:10](=[CH:11][C:12]([CH3:16])=[CH:13][CH:14]=2)[C:9]([CH3:18])([CH3:17])[CH2:8][CH2:7]1.[C:20](Cl)(=[O:22])[CH3:21]>ClCCCl>[C:20]([C:13]1[C:12]([CH3:16])=[CH:11][C:10]2[C:9]([CH3:18])([CH3:17])[CH2:8][CH2:7][C:6]([CH3:19])([CH3:5])[C:15]=2[CH:14]=1)(=[O:22])[CH3:21] |f:0.1.2.3|. Yield: 100.1%. Reported procedure: To a suspension of aluminum chloride (0.96 g, 7.17 mmol) in 1 mL of 1,2-dichloroethane under argon at room temperature was added a solution of 1,2,3,4-tetrahydro-1,1,4,4,6-pentamethylnaphthalene 29 (1.2 g, 5.93 mmol) and acetyl chloride (0.51 g, 6.52 mmol) in 9 mL of 1,2-dichloroethane. The reaction mixture was stirred for 1 h and then was poured onto ice water and extracted with 40% ethyl acetate/hexane. The combined organic layers were washed with saturated aqueous NaHCO3 and brine. The soluti...